From a dataset of the Open Reaction Database (ORD), a public repository of structured organic reaction records. describe an organic reaction: reactants, conditions, products, and yield Starting materials: C(C)OC=1C=C(C(=C(C1)N(C1=CC=C(C#N)C=C1)CC1=NNC=C1)F)OC(C)C (4-((5-ethoxy-2-fluoro-3-isopropoxyphenyl)(1H-pyrazol-3-yl)methylamino)benzonitrile), C(C)C=1C=CC(=C(C=CC2=CC=C(C#N)C=C2)C1)F (4-(5-ethyl-2-fluorostyryl)benzonitrile), C(C)OC(C)(OCC)N1N=CC=C1 (1-(1,1-diethoxyethyl)-1H-pyrazole). Product: C(C)C=1C=CC(=C(C1)N(C1=CC=C(C#N)C=C1)CC1=NNC=C1)F (4-((5-ethyl-2-fluorophenyl)(1H-pyrazol-3-yl)methylamino)benzonitrile). RXN SMILES: C(O[C:4]1[CH:5]=[C:6](OC(C)C)[C:7]([F:25])=[C:8]([N:10]([CH2:19][C:20]2[CH:24]=[CH:23][NH:22][N:21]=2)[C:11]2[CH:18]=[CH:17][C:14]([C:15]#[N:16])=[CH:13][CH:12]=2)[CH:9]=1)C.[CH2:30](C1C=CC(F)=C(C=1)C=CC1C=CC(C#N)=CC=1)[CH3:31].C(OC(N1C=CC=N1)(OCC)C)C>>[CH2:30]([C:4]1[CH:5]=[CH:6][C:7]([F:25])=[C:8]([N:10]([CH2:19][C:20]2[CH:24]=[CH:23][NH:22][N:21]=2)[C:11]2[CH:12]=[CH:13][C:14]([C:15]#[N:16])=[CH:17][CH:18]=2)[CH:9]=1)[CH3:31]. Reported procedure: According to procedure for the preparation of Intermediate 183.1, reaction of Intermediate 262.1 with 1-(1,1-diethoxyethyl)-1H-pyrazole afforded Intermediate 264.1.